This data is from the Open Reaction Database (ORD), a public repository of structured organic reaction records. The task is: describe an organic reaction: reactants, conditions, products, and yield Starting materials: Cl (Hydrochloric acid), C(C=C)(=O)OCC (Ethyl acrylate), C1(=C(C=CC=C1)P(C1=C(C=CC=C1)C)C1=C(C=CC=C1)C)C (tri-o-tolylphosphine), BrC=1C(=C(C=CC1)O)C (3-bromo-2-methyl phenol). Yields the product C(C)OC(\C=C\C1=C(C(=CC=C1)O)C)=O (trans-3-(3-hydroxy-2-methylphenyl)acrylic acid ethyl ester). Conditions: temperature 82 celsius. Reported procedure: Ethyl acrylate (1.16 mL, 10.7 mmol), palladium acetate (60.1 mg, 0.27 mmol), tri-o-tolylphosphine (160 mg, 0.54 mmol) and triethylamine (1.62 mL) were added to a solution of 3-bromo-2-methyl phenol (1 g, 5.35 mmol) in acetonitrile (2.5 mL) under a nitrogen atmosphere. The mixture was heated at 82° C. for 16 hours and cooled. 1N Hydrochloric acid was added, and the mixture was extracted with ethyl acetate. The extract was washed with water and brine, dried under sodium sulfate, and concentrated t... Solvent: C(C)#N (acetonitrile), C(C)N(CC)CC (triethylamine). Reaction SMILES: [C:1]([O:5][CH2:6][CH3:7])(=[O:4])[CH:2]=[CH2:3].C1(C)C=CC=CC=1P(C1C=CC=CC=1C)C1C=CC=CC=1C.Br[C:31]1[C:32]([CH3:38])=[C:33]([OH:37])[CH:34]=[CH:35][CH:36]=1.Cl>C(#N)C.C([O-])(=O)C.[Pd+2].C([O-])(=O)C.C(N(CC)CC)C>[CH2:6]([O:5][C:1](=[O:4])/[CH:2]=[CH:3]/[C:31]1[CH:36]=[CH:35][CH:34]=[C:33]([OH:37])[C:32]=1[CH3:38])[CH3:7] |f:5.6.7|. Isolated yield 43.5%. Reagents/catalysts: C(C)(=O)[O-].[Pd+2].C(C)(=O)[O-] (palladium acetate). Starting materials: [OH-].[K+] (potassium hydroxide), COC(C(CC1=CC=C(C=C1)O)NC(=CC(C1=CC=CC=C1)=O)C)=O (2-(1-methyl-3-oxo-3-phenyl-propenylamino)-3-(4-hydroxyphenyl)-propionic acid methyl ester), BrCCBr (1,2-dibromoethane). Solvent: C(C)O (ethanol). The product is COC(C(CC1=CC=C(C=C1)OCCBr)NC(=CC(C1=CC=CC=C1)=O)C)=O (2-(1-methyl-3-oxo-3-phenyl-propenylamino)-3-[4-(2-bromoethoxy)-phenyl]-propionic acid methyl ester). Yield: 16.7%. As a reaction SMILES: [OH-].[K+].[CH3:3][O:4][C:5](=[O:27])[CH:6]([NH:15][C:16]([CH3:26])=[CH:17][C:18](=[O:25])[C:19]1[CH:24]=[CH:23][CH:22]=[CH:21][CH:20]=1)[CH2:7][C:8]1[CH:13]=[CH:12][C:11]([OH:14])=[CH:10][CH:9]=1.[Br:28][CH2:29][CH2:30]Br>C(O)C>[CH3:3][O:4][C:5](=[O:27])[CH:6]([NH:15][C:16]([CH3:26])=[CH:17][C:18](=[O:25])[C:19]1[CH:24]=[CH:23][CH:22]=[CH:21][CH:20]=1)[CH2:7][C:8]1[CH:9]=[CH:10][C:11]([O:14][CH2:30][CH2:29][Br:28])=[CH:12][CH:13]=1 |f:0.1|. Procedure details: To a solution of potassium hydroxide (0.17 g, 2.95 mmol) in ethanol (20 ml) is added 2-(1-methyl-3-oxo-3-phenyl-propenylamino)-3-(4-hydroxyphenyl)-propionic acid methyl ester (1.00 g, 2.95 mmol) and 1,2-dibromoethane (5.54 g, 29.50 mmol). Then the mixture is heated to reflux for 8 hours. After cooled, the reaction mixture is filtered to remove the solid formed, and then the filtrate is evaporated under a vacuum. The crude product is purified by silica gel chromatography using hexane/EtOAc (4:1) ... Reactants: ClC1=C(C=CC2=CC(=CC=C12)C1=CC(=C(C=C1)OC)F)O (1-chloro-6-(3-fluoro-4-methoxyphenyl)-2-naphthol), B(Br)(Br)Br (boron tribromide). Yields the product ClC1=C(C=CC2=CC(=CC=C12)C1=CC(=C(C=C1)O)F)O (1-Chloro-6-(3-fluoro-4-hydroxyphenyl)-2-naphthol), yellowish solid. Yield: 82.0%. RXN SMILES: [Cl:1][C:2]1[C:11]2[C:6](=[CH:7][C:8]([C:12]3[CH:17]=[CH:16][C:15]([O:18]C)=[C:14]([F:20])[CH:13]=3)=[CH:9][CH:10]=2)[CH:5]=[CH:4][C:3]=1[OH:21].B(Br)(Br)Br>>[Cl:1][C:2]1[C:11]2[C:6](=[CH:7][C:8]([C:12]3[CH:17]=[CH:16][C:15]([OH:18])=[C:14]([F:20])[CH:13]=3)=[CH:9][CH:10]=2)[CH:5]=[CH:4][C:3]=1[OH:21]. Procedure details: The title compound was prepared by reacting 1-chloro-6-(3-fluoro-4-methoxyphenyl)-2-naphthol (420 mg, 1.39 mmol) with boron tribromide (3.9 mL of 1.0 M solution in CH2Cl2, 3.89 mmol) according to method D to yield 330 mg (82%) of a yellowish solid: mp 195-198° C.; 1H NMR (DMDO-d6): δ 7.08 (1H, t, J=8.86 Hz), 7.32 (1H, d, J=8.89 Hz), 7.47 (1H, dd, J=8.42 Hz, J=1.52 Hz), 7.63 (1H, dd, J=12.88 Hz, J=1.98 Hz), 7.83 (1H, d, J=8.95 Hz), 7.88 (1H, dd, J=8.93 Hz, J=1.61 Hz), 8.05 (1H, d, 8.86 Hz), 8.15 ... Starting materials: CC(C)(C)OC(=O)C=O, CC(=O)O, Cn1ccnc1C=O, NCCc1ccc(S(N)(=O)=O)cc1. Product: Cn1ccnc1CN(CCc1ccc(S(N)(=O)=O)cc1)CC(=O)OC(C)(C)C. Reaction SMILES: [C:22]([CH:23]=[O:24])(=[O:25])[O:26][C:27]([CH3:28])([CH3:29])[CH3:30].[C:31]([OH:32])(=[O:33])[CH3:34].[CH3:14][n:15]1[c:16]([CH:20]=[O:21])[n:17][cH:18][cH:19]1.[NH2:1][CH2:2][CH2:3][c:4]1[cH:5][cH:6][c:7]([S:10](=[O:11])(=[O:12])[NH2:13])[cH:8][cH:9]1>>[N:1]([CH2:2][CH2:3][c:4]1[cH:5][cH:6][c:7]([S:10](=[O:11])(=[O:12])[NH2:13])[cH:8][cH:9]1)([CH2:20][c:16]1[n:15]([CH3:14])[cH:19][cH:18][n:17]1)[CH2:23][C:22](=[O:25])[O:26][C:27]([CH3:28])([CH3:29])[CH3:30].